From a dataset of the Open Reaction Database (ORD), a public repository of structured organic reaction records. describe an organic reaction: reactants, conditions, products, and yield The reactants are N12C[C@@H](C(CC1)CC2)NCC2=NNC=1C=CC=C(C21)C(=O)[O-].[Li+] (lithium (R)-3-((quinuclidin-3-ylamino)methyl)-1H-indazole-4-carboxylate), C(C)(C)N(C(C)C)CC (N,N-diisopropylethylamine), CN(C=O)C (N,N-dimethylformamide), CCCP1(=O)OP(=O)(OP(=O)(O1)CCC)CCC (1-propanephosphonic acid cyclic anhydride). Product: N12CC(C(CC1)CC2)[C@H]2CC=1C3=C(C=NC=C3C2=O)NN1 ((R)-7-(quinuclidin-3-yl)-7,8-dihydropyrazolo[3,4,5-de]isoquinolin-6(2H)-one). RXN SMILES: N12CCC(CC1)[C@@H]([NH:9][CH2:10][C:11]1[C:19]3[C:18]([C:20]([O-])=O)=[CH:17][CH:16]=[CH:15][C:14]=3[NH:13][N:12]=1)C2.[Li+].[CH:24]([N:27](CC)[CH:28]([CH3:30])C)(C)[CH3:25].CCCP1(OP(CCC)(=O)OP([CH2:48][CH2:49][CH3:50])(=O)O1)=O.CN(C)C=[O:54]>>[N:27]12[CH2:48][CH2:49][CH:50]([CH2:30][CH2:28]1)[CH:25]([C@@H:9]1[C:20](=[O:54])[C:18]3[C:19]4=[C:14]([NH:13][N:12]=[C:11]4[CH2:10]1)[CH:15]=[N:16][CH:17]=3)[CH2:24]2 |f:0.1|. Procedure details: To a solution of crude lithium (R)-3-((quinuclidin-3-ylamino)methyl)-1H-indazole-4-carboxylate from Step B above in N,N-dimethylformamide (30 mL) was added N,N-diisopropylethylamine (5.7 mL, 34.4 mmol) followed by 1-propanephosphonic acid cyclic anhydride (T3P) (17 mL, 28.65 mmol) at 0° C. for 17 h. The solution was concentrated and purified by column chromatography (silica gel, 70:30:3 dichloromethane/methanol/concentrated ammonium hydroxide), SCX-2 column and preparative TLC (silica gel, 70:30... Starting materials: S([O-])(O)=O.[Na+] (Sodium bisulfite), C=C(C(=O)O)CCC (α-methylene-pentanoic acid), [OH-].[Na+] (sodium hydroxide), ( b ). Yields the product C(CC)C1CS(OC1=O)(=O)=O (4-n-propyl-1,2-oxathiolane-5-one-2,2-dioxide), 93. Reaction SMILES: [CH2:1]=[C:2]([CH2:6][CH2:7][CH3:8])[C:3]([OH:5])=[O:4].[OH-].[Na+].[S:11](=O)([OH:13])[O-:12].[Na+]>>[CH2:6]([CH:2]1[C:3](=[O:5])[O:4][S:11](=[O:13])(=[O:12])[CH2:1]1)[CH2:7][CH3:8] |f:1.2,3.4|. Procedure details: 114 g. of α-methylene-pentanoic acid is reacted with sodium hydroxide to neutralize the carboxyl group. Sodium bisulfite (1 mol) solution is added and the reaction carried out as described in procedure (10) (b) to obtain 4-n-propyl-1,2-oxathiolane-5-one-2,2-dioxide of an equivalent weight of 93. Reactants: C1(=CC=C(C=C1)S(=O)(=O)Cl)C (p-toluenesulfonyl chloride), S(=O)(=O)(C1=CC=C(C)C=C1)OCC1COCC1COS(=O)(=O)C1=CC=C(C)C=C1 (3,4-bis(tosyloxymethyl)tetrahydrofuran), mixture, cis-trans 3,4-bis (hydroxymethyl)tetrahydrofuran, S(=O)(=O)(C1=CC=C(C)C=C1)OCC1COCC1COS(=O)(=O)C1=CC=C(C)C=C1 (3,4-bis(tosyloxymethyl)tetrahydrofuran), C(C1=CC=CC=C1)N (benzylamine). Product: C(C1=CC=CC=C1)N1CC2C(C1)COC2 (5-benzyl hexahydro-1H-furo(3,4-c)pyrrole), S(=O)(=O)(C1=CC=C(C)C=C1)OC[C@@H]1COC[C@@H]1COS(=O)(=O)C1=CC=C(C)C=C1 (cis 3,4-bis(tosyloxymethyl)tetrahydrofuran). RXN SMILES: C1(C)C=CC(S(Cl)(=O)=O)=CC=1.[S:12]([O:22][CH2:23][CH:24]1[CH:28]([CH2:29][O:30][S:31]([C:34]2[CH:40]=[CH:39][C:37]([CH3:38])=[CH:36][CH:35]=2)(=[O:33])=[O:32])[CH2:27][O:26][CH2:25]1)([C:15]1[CH:21]=[CH:20][C:18]([CH3:19])=[CH:17][CH:16]=1)(=[O:14])=[O:13].[CH2:41]([NH2:48])[C:42]1[CH:47]=[CH:46][CH:45]=[CH:44][CH:43]=1>>[CH2:41]([N:48]1[CH2:23][CH:24]2[CH2:25][O:26][CH2:27][CH:28]2[CH2:29]1)[C:42]1[CH:47]=[CH:46][CH:45]=[CH:44][CH:43]=1.[S:12]([O:22][CH2:23][C@H:24]1[C@@H:28]([CH2:29][O:30][S:31]([C:34]2[CH:35]=[CH:36][C:37]([CH3:38])=[CH:39][CH:40]=2)(=[O:33])=[O:32])[CH2:27][O:26][CH2:25]1)([C:15]1[CH:21]=[CH:20][C:18]([CH3:19])=[CH:17][CH:16]=1)(=[O:13])=[O:14]. Procedure details: Using another route as shown in the accompanying schematic, one mole of the mixture of the cis-trans 3,4-bis (hydroxymethyl)tetrahydrofuran (III) can be reacted with p-toluenesulfonyl chloride according to the process of Example 9 to form a cis-trans mixture of 3,4-bis(tosyloxymethyl)tetrahydrofuran (XIX). This product, (XIX), can in turn be reacted with benzylamine according to the process of Example 10 to form 5-benzyl hexahydro-1H-furo(3,4-c)pyrrole (IX) from the cis 3,4-bis(tosyloxymethyl)te... Reactants: Oc1ccc2c(c1)OC(CBr)CC2, NCCCO, O. Product: OCCCNCC1CCc2ccc(O)cc2O1. RXN SMILES: [Br:1][CH2:2][CH:3]1[O:4][c:5]2[cH:6][c:7]([OH:13])[cH:8][cH:9][c:10]2[CH2:11][CH2:12]1.[NH2:14][CH2:15][CH2:16][CH2:17][OH:18].[OH2:19]>>[CH2:2]([CH:3]1[O:4][c:5]2[cH:6][c:7]([OH:13])[cH:8][cH:9][c:10]2[CH2:11][CH2:12]1)[NH:14][CH2:15][CH2:16][CH2:17][OH:18]. Starting materials: NC1=C(C(=O)O)C=CC=N1 (2-aminonicotinic acid), OC1CCN(CC1)C(=O)OC(C)(C)C (tert-butyl 4-hydroxytetrahydro-1(2H)-pyridinecarboxylate), C1(CCCC1)=O (cyclopentanone), CN (methylamine), COC1=C(C=O)C=CC(=C1)O (2-methoxy-4-hydroxybenzaldehyde). Product: C1(CCCC1)N1CCC(CC1)OC1=CC(=C(C=C1)C=1N(C(C2=C(N1)N=CC=C2)=O)C)OC (2-{4-[{1-Cyclopentylpiperidin-4-yl)oxy]-2-methoxyphenyl}-3-methylpyrido[2,3-d]pyrimidin-4(3H)-one). Reaction SMILES: [NH2:1][C:2]1[N:10]=[CH:9][CH:8]=[CH:7][C:3]=1[C:4]([OH:6])=O.[CH3:11][NH2:12].[CH3:13][O:14][C:15]1[CH:22]=[C:21]([OH:23])[CH:20]=[CH:19][C:16]=1[CH:17]=O.O[CH:25]1[CH2:30][CH2:29][N:28]([C:31](OC(C)(C)C)=O)[CH2:27][CH2:26]1.[C:38]1(=O)C[CH2:41][CH2:40][CH2:39]1>>[CH:31]1([N:28]2[CH2:27][CH2:26][CH:25]([O:23][C:21]3[CH:20]=[CH:19][C:16]([C:17]4[N:12]([CH3:11])[C:4](=[O:6])[C:3]5[CH:7]=[CH:8][CH:9]=[N:10][C:2]=5[N:1]=4)=[C:15]([O:14][CH3:13])[CH:22]=3)[CH2:30][CH2:29]2)[CH2:41][CH2:40][CH2:39][CH2:38]1. Reported procedure: The entitled compound was obtained according to the method of Example 85 but using 2-aminonicotinic acid, methylamine, 2-methoxy-4-hydroxybenzaldehyde, tert-butyl 4-hydroxytetrahydro-1(2H)-pyridinecarboxylate, and cyclopentanone. The reactants are IC1=C(C=CC=C1)O (2-Iodophenol), C(CCC)N (n-butylamine), C(C#C)O (propargyl alcohol), C1(=CC=CC=C1)P(C1=CC=CC=C1)C1=CC=CC=C1 (triphenylphosphine). The reagents and catalysts are [Cu]I (CuI), CC(=O)[O-].CC(=O)[O-].[Pd+2] (Pd(OAc)2). The solvent is C1CCOC1 (THF). Reaction conditions: temperature 40 celsius. Product: OCC=1OC2=C(C1)C=CC=C2 (2-(Hydroxymethyl)benzofuran). As a reaction SMILES: I[C:2]1[CH:7]=[CH:6][CH:5]=[CH:4][C:3]=1[OH:8].[CH2:9]([OH:12])[C:10]#[CH:11].C1(P(C2C=CC=CC=2)C2C=CC=CC=2)C=CC=CC=1.C(N)CCC>C1COCC1.CC([O-])=O.CC([O-])=O.[Pd+2].[Cu]I>[OH:12][CH2:9][C:10]1[O:8][C:3]2[CH:4]=[CH:5][CH:6]=[CH:7][C:2]=2[CH:11]=1 |f:5.6.7|. Reported procedure: 2-Iodophenol (500 mg, 2.27 mmol), propargyl alcohol (265 μl, 4.54 mmol), Pd(OAc)2, (5.1 mg, 0.03 mmol), triphenylphosphine (12 mg, 0.046 mmol), n-butylamine (450 μL, 4.5 mmol) and CuI (8.6 mg, 0.045 mmol) were combined in 4.5 mL of THF and the mixture was heated at 40° C. under nitrogen for 36 h. The mixture was cooled to room temperature and the solvents were removed in vacuo and the residue purified by SiO2 column chromatography on 100 g of silica gel, eluting with 20% ethyl acetate in hexanes... Reactants: ON1CCN(CC1)C(=O)OC(C)(C)C (1-hydroxy-4-(1,1-dimethylethoxycarbonyl)piperazine), oil, [H-].[Na+] (NaH), IC (iodomethane), O (H2O). The solvent is CN(C)C=O (DMF). Conditions: time 2 hour. The product is CON1CCN(CC1)C(=O)OC(C)(C)C (1-methoxy-4-(1,1-dimethylethoxycarbonyl) piperazine). The yield is 36.2%. As a reaction SMILES: [H-].[Na+].[OH:3][N:4]1[CH2:9][CH2:8][N:7]([C:10]([O:12][C:13]([CH3:16])([CH3:15])[CH3:14])=[O:11])[CH2:6][CH2:5]1.I[CH3:18].O>CN(C=O)C>[CH3:18][O:3][N:4]1[CH2:5][CH2:6][N:7]([C:10]([O:12][C:13]([CH3:16])([CH3:15])[CH3:14])=[O:11])[CH2:8][CH2:9]1 |f:0.1|. Reported procedure: A 57% oil dispersion containing 0.6 g (0.025 mole) NaH was added in one portion to a solution of 4.7 g (0.023 mole) 1-hydroxy-4-(1,1-dimethylethoxycarbonyl)piperazine in 100 ml DMF under a dry N2 atmosphere. The mixture was stirred for 2 hours at room temperature and then 6.5 g (0.046 mole) iodomethane was added over 1 minute. After stirring for an additional 15 minutes, the mixture was poured into 100 ml H2O, stirred briefly, and extracted thoroughly with low boiling (35°-65° C.) petroleum ethe...